This data is from the Open Reaction Database (ORD), a public repository of structured organic reaction records. The task is: describe an organic reaction: reactants, conditions, products, and yield Starting materials: CO (MeOH), O (H2O), [Li+].[OH-] (LiOH), C(C)OC(C1=C(N=CC(=C1)NC1=NC=C(C=N1)C1=CC=C(C=C1)OC)C)=O (5-[5-(4-methoxy-phenyl)-pyrimidin-2-ylamino]-2-methyl-nicotinic acid ethyl ester). The solvent is C1CCOC1 (THF). Run at time 12 hour. Product: COC1=CC=C(C=C1)C=1C=NC(=NC1)NC=1C=NC(=C(C(=O)O)C1)C (5-[5-(4-methoxy-phenyl)-pyrimidin-2-ylamino]-2-methyl-nicotinic acid). Reaction SMILES: C([O:3][C:4](=[O:27])[C:5]1[CH:10]=[C:9]([NH:11][C:12]2[N:17]=[CH:16][C:15]([C:18]3[CH:23]=[CH:22][C:21]([O:24][CH3:25])=[CH:20][CH:19]=3)=[CH:14][N:13]=2)[CH:8]=[N:7][C:6]=1[CH3:26])C.CO.O.[Li+].[OH-]>C1COCC1>[CH3:25][O:24][C:21]1[CH:20]=[CH:19][C:18]([C:15]2[CH:14]=[N:13][C:12]([NH:11][C:9]3[CH:8]=[N:7][C:6]([CH3:26])=[C:5]([CH:10]=3)[C:4]([OH:27])=[O:3])=[N:17][CH:16]=2)=[CH:23][CH:22]=1 |f:3.4|. Reported procedure: To a suspension of the 5-[5-(4-methoxy-phenyl)-pyrimidin-2-ylamino]-2-methyl-nicotinic acid ethyl ester 9 (0.9 mmol) in THF:MeOH:H2O=3:2:1 (7 mL), is added 6M LiOH (2.7 mmol). The reaction mixture is stirred at rt for 12 h. After this time the solvent is removed under vacuum, the residue is diluted with H2O (6 mL) and the pH neutralized with 6M HCl. The solid formed is filtered, washed with water and dried in a vacuum oven for 12 h to afford 5-[5-(4-methoxy-phenyl)-pyrimidin-2-ylamino]-2-methyl-...